Dataset: the Open Reaction Database (ORD), a public repository of structured organic reaction records. Task: describe an organic reaction: reactants, conditions, products, and yield The reactants are ClCCl, Clc1ccc(COC(Cn2ccnc2)c2ccc(Cl)cc2Cl)c(Cl)c1, Clc1ccc(CI)cc1. Product: Clc1ccc(C[n+]2ccn(CC(OCc3ccc(Cl)cc3Cl)c3ccc(Cl)cc3Cl)c2)cc1, [I-]. RXN SMILES: [CH2:35]([Cl:36])[Cl:37].[Cl:1][c:2]1[c:3]([CH:4]([CH2:5][n:6]2[cH:7][n:8][cH:9][cH:10]2)[O:11][CH2:12][c:13]2[c:14]([Cl:20])[cH:15][c:16]([Cl:19])[cH:17][cH:18]2)[cH:21][cH:22][c:23]([Cl:25])[cH:24]1.[Cl:26][c:27]1[cH:28][cH:29][c:30]([CH2:31][I:32])[cH:33][cH:34]1>>[Cl:1][c:2]1[c:3]([CH:4]([CH2:5][n:6]2[cH:7][n+:8]([CH2:31][c:30]3[cH:29][cH:28][c:27]([Cl:26])[cH:34][cH:33]3)[cH:9][cH:10]2)[O:11][CH2:12][c:13]2[c:14]([Cl:20])[cH:15][c:16]([Cl:19])[cH:17][cH:18]2)[cH:21][cH:22][c:23]([Cl:25])[cH:24]1.[I-:32]. Solvent: C1CCOC1 (THF). Yields the product O1C(OCCC1)C=1C=C2C(=NN(C2=CC1)COCC[Si](C)(C)C)N(C)CCOC (5-(1,3-Dioxan-2-yl)-N-(2-methoxyethyl)-N-methyl-1-{[2-(trimethylsilyl)ethoxy]methyl}-1H-indazol-3-amine). Reaction SMILES: Cl[C:2]1[C:10]2[C:5](=[CH:6][CH:7]=[C:8]([CH:11]3[O:16][CH2:15][CH2:14][CH2:13][O:12]3)[CH:9]=2)[N:4]([CH2:17][O:18][CH2:19][CH2:20][Si:21]([CH3:24])([CH3:23])[CH3:22])[N:3]=1.[CH3:25][O:26][CH2:27][CH2:28][NH:29][CH3:30].C1(P(C2CCCCC2)C2C=CC=CC=2C2C(C(C)C)=CC(C(C)C)=CC=2C(C)C)CCCCC1.C[Si](C)(C)[N-][Si](C)(C)C.[Li+]>C1COCC1>[O:12]1[CH2:13][CH2:14][CH2:15][O:16][CH:11]1[C:8]1[CH:9]=[C:10]2[C:5](=[CH:6][CH:7]=1)[N:4]([CH2:17][O:18][CH2:19][CH2:20][Si:21]([CH3:24])([CH3:23])[CH3:22])[N:3]=[C:2]2[N:29]([CH2:28][CH2:27][O:26][CH3:25])[CH3:30] |f:3.4|. Procedure: To a degassed solution of 400 mg (1.08 mmol) 3-chloro-5-(1,3-dioxan-2-yl)-1-{[2-(trimethylsilyl)-ethoxy]methyl}-1H-indazole (Example 45A) and 135 mg (1.52 mmol) 2-methoxy-N-methylethanamine in anhydrous THF (11 ml) were added under inert gas atmosphere 103 mg (0.22 mmol) 2-(dicyclohexylphosphino)-2′,4′,6′-triisopropyl-1,1′-biphenyl (XPhos), 50 mg (0.054 mmol) tris(di-benzylideneacetone)dipalladium(0) (Pd2dba3) and 5.42 ml (5.42 mmol) lithium hexamethyldisilazide solution (1 M in THF). The result... Reactants: ClC1=NN(C2=CC=C(C=C12)C1OCCCO1)COCC[Si](C)(C)C (3-Chloro-5-(1,3-dioxan-2-yl)-1-{[2-(trimethylsilyl)ethoxy]methyl}-1H-indazole), COCCNC (2-methoxy-N-methylethanamine), atmosphere, C1(CCCCC1)P(C1=C(C=CC=C1)C1=C(C=C(C=C1C(C)C)C(C)C)C(C)C)C1CCCCC1 (2-(dicyclohexylphosphino)-2′,4′,6′-triisopropyl-1,1′-biphenyl), tris(di-benzylideneacetone)dipalladium(0), C[Si]([N-][Si](C)(C)C)(C)C.[Li+] (lithium hexamethyldisilazide). Isolated yield 54.0%.